This data is from the Open Reaction Database (ORD), a public repository of structured organic reaction records. The task is: describe an organic reaction: reactants, conditions, products, and yield The reactants are N#Cc1ncc(Br)cc1[N+](=O)[O-], COc1cccc(S)c1, [H-], [Na+], CN(C)C=O, O. The product is COc1cccc(Sc2cc(Br)cnc2C#N)c1. As a reaction SMILES: [Br:1][c:2]1[cH:3][c:4]([N+:10]([O-:11])=[O:12])[c:5]([C:8]#[N:9])[n:6][cH:7]1.[CH3:13][O:14][c:15]1[cH:16][c:17]([SH:21])[cH:18][cH:19][cH:20]1.[H-:28].[Na+:27].[O:22]=[CH:23][N:24]([CH3:25])[CH3:26].[OH2:29]>>[Br:1][c:2]1[cH:3][c:4]([S:21][c:17]2[cH:16][c:15]([O:14][CH3:13])[cH:20][cH:19][cH:18]2)[c:5]([C:8]#[N:9])[n:6][cH:7]1. Reactants: ClC1=CC=C(C=C1)C=1C(=NC(=C(C#N)C1)OCC(C)=O)C1=C(C=C(C=C1)Cl)Cl (5-(4-Chlorophenyl)-6-(2,4-dichlorophenyl)-2-(2-oxopropoxy)-nicotinonitrile), [O-]CC.[Na+] (sodium ethoxide). Run in C(C)O (ethanol). The product is NC1=C(OC2=NC(=C(C=C21)C2=CC=C(C=C2)Cl)C2=C(C=C(C=C2)Cl)Cl)C(C)=O (1-[3-Amino-5-(4-chlorophenyl)-6-(2,4-dichlorophenyl)furo[2,3-b]pyridin-2-yl]ethanone). RXN SMILES: [Cl:1][C:2]1[CH:7]=[CH:6][C:5]([C:8]2[C:9]([C:21]3[CH:26]=[CH:25][C:24]([Cl:27])=[CH:23][C:22]=3[Cl:28])=[N:10][C:11]([O:16][CH2:17][C:18](=[O:20])[CH3:19])=[C:12]([CH:15]=2)[C:13]#[N:14])=[CH:4][CH:3]=1.[O-]CC.[Na+]>C(O)C>[NH2:14][C:13]1[C:12]2[C:11](=[N:10][C:9]([C:21]3[CH:26]=[CH:25][C:24]([Cl:27])=[CH:23][C:22]=3[Cl:28])=[C:8]([C:5]3[CH:6]=[CH:7][C:2]([Cl:1])=[CH:3][CH:4]=3)[CH:15]=2)[O:16][C:17]=1[C:18](=[O:20])[CH3:19] |f:1.2|. Procedure details: A solution of the product from Step A (0.126 g; 0.292 mmol) in ethanol (4 mL) was treated with sodium ethoxide (0.040 g; 0.584 mmol) and stirred at reflux for 1 hour. The reaction was allowed to cool to room temperature and quenched with saturated NaHCO3 solution. The reaction mixture was partitioned between ethyl acetate and saturated NaHCO3 solution. The organic layer was washed twice with saturated NaHCO3 solution, brine, dried (Na2SO4), filtered, and concentrated in vacuo. Purification by MP... The reactants are C(#CCCCCCCCC)C1=C(C=CC(=C1)OC)C(CC1=CC=CC=C1)=O (1-[2-(1-decyn-1-yl)-4-(methyloxy)phenyl]-2-phenylethanone), C[Si](C)(C)[N-][Si](C)(C)C.[K+] (KHMDS). Solvent: C1(=CC=CC=C1)C (toluene), C1(=CC=CC=C1)C (toluene). The product is COC=1C=C2C=C(C(=C(C2=CC1)O)C1=CC=CC=C1)CCCCCCCC (6-(Methyloxy)-3-octyl-2-phenyl-1-naphthalenol). The yield is 74.9%. As a reaction SMILES: [C:1]([C:11]1[CH:16]=[C:15]([O:17][CH3:18])[CH:14]=[CH:13][C:12]=1[C:19](=[O:27])[CH2:20][C:21]1[CH:26]=[CH:25][CH:24]=[CH:23][CH:22]=1)#[C:2][CH2:3][CH2:4][CH2:5][CH2:6][CH2:7][CH2:8][CH2:9][CH3:10].C[Si]([N-][Si](C)(C)C)(C)C.[K+]>C1(C)C=CC=CC=1>[CH3:18][O:17][C:15]1[CH:16]=[C:11]2[C:12](=[CH:13][CH:14]=1)[C:19]([OH:27])=[C:20]([C:21]1[CH:22]=[CH:23][CH:24]=[CH:25][CH:26]=1)[C:2]([CH2:3][CH2:4][CH2:5][CH2:6][CH2:7][CH2:8][CH2:9][CH3:10])=[CH:1]2 |f:1.2|. Procedure: A solution of 1-[2-(1-decyn-1-yl)-4-(methyloxy)phenyl]-2-phenylethanone (192) (0.80 g, 2.21 mmol) in toluene was treated with a KHMDS solution in toluene to give 0.60 g (75%) of the title compound (193) as a light brown oil. 1H NMR (400 MHz, CDCl3): δ 0.85 (t, J=7.1 Hz, 3H), 1.10-1.30 (m, 10H), 1.35-1.50 (m, 2H), 2.46 (t, J=7.3 Hz, 2H), 3.93 (s, 3H), 5.16 (s, 1H), 7.06-7.10 (m, 2H), 7.22 (s, 1H), 7.32-7.37 (m, 2H), 7.42-7.48 (m, 1H), 7.50-7.56 (m, 2H), 8.08 (d, J=9.8 Hz, 1H). LCMS (ESI): m/z 363... Reactants: O=C([O-])[O-], CN(C)C=O, Cc1ccc(C2(O)OC(CO)C(O)C(O)C2O)cc1Cc1ccc(O)cc1, [Cs+], [Cs+], IC1CCCC1. Product: Cc1ccc(C2(O)OC(CO)C(O)C(O)C2O)cc1Cc1ccc(OC2CCCC2)cc1. Reaction SMILES: [C:34](=[O:35])([O-:36])[O-:37].[CH3:40][N:41]([CH3:42])[CH:43]=[O:44].[CH3:7][c:8]1[c:9]([CH2:26][c:27]2[cH:28][cH:29][c:30]([OH:33])[cH:31][cH:32]2)[cH:10][c:11]([C:14]2([OH:15])[CH:16]([OH:17])[CH:18]([OH:19])[CH:20]([OH:21])[CH:22]([CH2:24][OH:25])[O:23]2)[cH:12][cH:13]1.[Cs+:38].[Cs+:39].[I:1][CH:2]1[CH2:3][CH2:4][CH2:5][CH2:6]1>>[CH:2]1([O:33][c:30]2[cH:29][cH:28][c:27]([CH2:26][c:9]3[c:8]([CH3:7])[cH:13][cH:12][c:11]([C:14]4([OH:15])[CH:16]([OH:17])[CH:18]([OH:19])[CH:20]([OH:21])[CH:22]([CH2:24][OH:25])[O:23]4)[cH:10]3)[cH:32][cH:31]2)[CH2:3][CH2:4][CH2:5][CH2:6]1. Starting materials: NC=1C=C2C(=C(C=NC2=CC1OCC)C#N)NC1=CC(=C(C=C1)OCC1=CC=CC=C1)Cl (6-amino-4-[4-(benzyloxy)-3-chloroanilino]-7-ethoxy-3-quinolinecarbonitrile), C([O-])(O)=O.[Na+] (sodium bicarbonate), C(C(=O)Cl)(=O)Cl (oxalyl chloride), Cl.CN(C/C=C/C(=O)O)C ((E)-4-(dimethylamino)-2-butenoic acid hydrochloride). The yield is 53.2%. RXN SMILES: C(Cl)(=O)C(Cl)=O.Cl.[CH3:8][N:9]([CH3:16])[CH2:10]/[CH:11]=[CH:12]/[C:13](O)=[O:14].[NH2:17][C:18]1[CH:19]=[C:20]2[C:25](=[CH:26][C:27]=1[O:28][CH2:29][CH3:30])[N:24]=[CH:23][C:22]([C:31]#[N:32])=[C:21]2[NH:33][C:34]1[CH:39]=[CH:38][C:37]([O:40][CH2:41][C:42]2[CH:47]=[CH:46][CH:45]=[CH:44][CH:43]=2)=[C:36]([Cl:48])[CH:35]=1.C(=O)(O)[O-].[Na+]>C(#N)C.CN1CCCC1=O.CN(C)C=O>[CH2:41]([O:40][C:37]1[CH:38]=[CH:39][C:34]([NH:33][C:21]2[C:20]3[C:25](=[CH:26][C:27]([O:28][CH2:29][CH3:30])=[C:18]([NH:17][C:13](=[O:14])/[CH:12]=[CH:11]/[CH2:10][N:9]([CH3:16])[CH3:8])[CH:19]=3)[N:24]=[CH:23][C:22]=2[C:31]#[N:32])=[CH:35][C:36]=1[Cl:48])[C:42]1[CH:43]=[CH:44][CH:45]=[CH:46][CH:47]=1 |f:1.2,4.5|. Reaction conditions: time 20 minute. Solvent: CN1C(CCC1)=O (N-methylpyrrolidone), CN(C=O)C (dimethylformamide), C(C)#N (acetonitrile). The product is C(C1=CC=CC=C1)OC1=C(C=C(NC2=C(C=NC3=CC(=C(C=C23)NC(\C=C\CN(C)C)=O)OCC)C#N)C=C1)Cl ((E)-N-{4-[4-(benzyloxy)-3-chloroanilino]-3-cyano-7-ethoxy-6-quinolinyl}-4-(dimethylamino)-2-butenamide). Procedure details: A 1.74 ml (2.54 g, 0.02 moles) portion of oxalyl chloride was added to 3.31 grams (0.02 moles) of (E)-4-(dimethylamino)-2-butenoic acid hydrochloride in 75 ml of acetonitrile. To this was added a small drop of dimethylformamide. The reaction was heated and stirred in an oil bath at 63° for 20 minutes, giving an orange solution. This solution as concentrated in vacuo without the application of heat to about half its original volume. This solution was cooled in an ice bath and a solution of 4.45 g... Reactants: C(C)(=O)Cl (acetyl chloride), O=C1C(O)=C(O)[C@H](O1)[C@@H](O)CO (L-ascorbic acid), CC(=O)C (acetone). Reaction conditions: temperature 32.5 celsius, time 2 hour. The product is CC1(OCC(O1)C2C(=C(C(=O)O2)O)O)C (5,6-O-isopropylidene-L-ascorbic acid). Isolated yield 77.0%. RXN SMILES: C(Cl)(=O)C.[O:5]=[C:6]1[O:12][C@H:11]([C@H:13]([CH2:15][OH:16])[OH:14])[C:9]([OH:10])=[C:7]1[OH:8].[CH3:17][C:18]([CH3:20])=O>>[CH3:17][C:18]1([CH3:20])[O:14][CH:13]([CH:11]2[O:12][C:6](=[O:5])[C:7]([OH:8])=[C:9]2[OH:10])[CH2:15][O:16]1. Procedure: 5,6-O-isopropylidene-L-ascorbic acid was synthesized by the addition of acetyl chloride (124.9 mL) to a slurry of L-ascorbic acid USP (1000 g) in acetone (4.5 L). The mixture was stirred vigorously at 35-30° C. After two hours, the crystalline product separated. The crystals were collected by filtration, washed with cold acetone, and dried in a vacuum desciccator over potassium hydroxide pellets. The product, produced in 77% yield, consisted of needle-shaped crystals with a melting point of 217-...